Dataset: the Open Reaction Database (ORD), a public repository of structured organic reaction records. Task: describe an organic reaction: reactants, conditions, products, and yield Starting materials: CO, CC(C)O, O=C1CCC(=O)N1Cl, ClC(Cl)Cl, COc1ccc2nc(O)nc(O)c2c1OC. Product: COc1cc(Cl)c2nc(O)nc(O)c2c1OC. RXN SMILES: [CH3:29][OH:30].[CH:25]([OH:26])([CH3:27])[CH3:28].[Cl:17][N:18]1[C:19](=[O:20])[CH2:21][CH2:22][C:23]1=[O:24].[Cl:31][CH:32]([Cl:33])[Cl:34].[OH:1][c:2]1[n:3][c:4]2[cH:5][cH:6][c:7]([O:15][CH3:16])[c:8]([O:13][CH3:14])[c:9]2[c:10]([OH:12])[n:11]1>>[OH:1][c:2]1[n:3][c:4]2[c:5]([Cl:17])[cH:6][c:7]([O:15][CH3:16])[c:8]([O:13][CH3:14])[c:9]2[c:10]([OH:12])[n:11]1. The reactants are CS(=O)(=O)c1ccc(-c2ccc(C(=O)O)cc2)cc1, CC1CCCN1CC1CCCN1. Yields the product CC1CCCN1CC1CCCN1C(=O)c1ccc(-c2ccc(S(C)(=O)=O)cc2)cc1. As a reaction SMILES: [CH3:1][S:2](=[O:3])(=[O:4])[c:5]1[cH:6][cH:7][c:8](-[c:11]2[cH:12][cH:13][c:14]([C:17](=[O:18])[OH:19])[cH:15][cH:16]2)[cH:9][cH:10]1.[CH3:20][CH:21]1[N:22]([CH2:26][CH:27]2[NH:28][CH2:29][CH2:30][CH2:31]2)[CH2:23][CH2:24][CH2:25]1>>[CH3:1][S:2](=[O:3])(=[O:4])[c:5]1[cH:6][cH:7][c:8](-[c:11]2[cH:12][cH:13][c:14]([C:17](=[O:19])[N:28]3[CH:27]([CH2:26][N:22]4[CH:21]([CH3:20])[CH2:25][CH2:24][CH2:23]4)[CH2:31][CH2:30][CH2:29]3)[cH:15][cH:16]2)[cH:9][cH:10]1. Starting materials: N[C@H](CC1=CC=CC=C1)C(=O)O (D-phenylalanine), O.C1(=CC=C(C=C1)S(=O)(=O)O)C (p-toluenesulfonic acid monohydrate). Solvent: C(C)O (ethanol). The product is C1(=CC=C(C=C1)S(=O)(=O)O)C.C(C)OC([C@H](N)CC1=CC=CC=C1)=O (D-Phenylalanine Ethyl ester p-Toluenesulfonate). The yield is 88.5%. As a reaction SMILES: [NH2:1][C@@H:2]([C:10]([OH:12])=[O:11])[CH2:3][C:4]1[CH:9]=[CH:8][CH:7]=[CH:6][CH:5]=1.O.[C:14]1([CH3:24])[CH:19]=[CH:18][C:17]([S:20]([OH:23])(=[O:22])=[O:21])=[CH:16][CH:15]=1>C(O)C>[C:14]1([CH3:24])[CH:15]=[CH:16][C:17]([S:20]([OH:23])(=[O:21])=[O:22])=[CH:18][CH:19]=1.[CH2:14]([O:11][C:10](=[O:12])[C@@H:2]([CH2:3][C:4]1[CH:9]=[CH:8][CH:7]=[CH:6][CH:5]=1)[NH2:1])[CH3:15] |f:1.2,4.5|. Procedure: A mixture of D-phenylalanine (5.0 g, 30 mmol) and p-toluenesulfonic acid monohydrate (12.7 g, 67 mmol) in 150 mL of anhydrous ethanol was refluxed for 24 hours. After cooling to room temperature, the solvent was removed by rotary evaporator, the residue triturated with diethyl ether, filtered and dried in vacuo over P2O5 to give the p-toluenesulfonate salt of the title compound (9.7 g) as a white solid and the structure verified by NMR. Reactants: N1=C(Cl)N=C(Cl)N=C1Cl (cyanuric chloride), S(=O)(=O)([O-])[O-].[Na+].[Na+] (sodium sulfate), CC1=CC(=NC(=C1)C)C (s-collidine), C(C)(C)(C)C=1C=C(C=C(C1O)C(C)(C)C)S (3,5-di-tert-butyl-4hydroxythiophenol). Run in CC(=O)C (acetone), ClC1=CC=CC=C1 (chlorobenzene). Conditions: temperature 0 celsius, time 2 hour. Product: ClC1=NC(=NC(=N1)Cl)SC1=CC(=C(C(=C1)C(C)(C)C)O)C(C)(C)C (2,4-dichloro-6-(3',5'-di-tert-butyl-4'-hydroxyphenylsulfanyl)-s-triazine). Yield: 43.7%. As a reaction SMILES: [N:1]1[C:8](Cl)=[N:7][C:5]([Cl:6])=[N:4][C:2]=1[Cl:3].S([O-])([O-])(=O)=O.[Na+].[Na+].[C:17]([C:21]1[CH:22]=[C:23]([SH:32])[CH:24]=[C:25]([C:28]([CH3:31])([CH3:30])[CH3:29])[C:26]=1[OH:27])([CH3:20])([CH3:19])[CH3:18].CC1C=C(C)N=C(C)C=1>CC(C)=O.ClC1C=CC=CC=1>[Cl:3][C:2]1[N:4]=[C:5]([Cl:6])[N:7]=[C:8]([S:32][C:23]2[CH:22]=[C:21]([C:17]([CH3:18])([CH3:19])[CH3:20])[C:26]([OH:27])=[C:25]([C:28]([CH3:31])([CH3:30])[CH3:29])[CH:24]=2)[N:1]=1 |f:1.2.3|. Procedure details: To a solution of 0.1 mol of cyanuric chloride in 120 ml of acetone are added 3 g of anhydrous sodium sulfate and the mixture is cooled to 0° C. A solution of 0.1 mol of 3,5-di-tert-butyl-4hydroxythiophenol in 25 ml of chlorobenzene is then run in. Afterwards 12.7 g of s-collidine are added dropwise at 5° C. over 20 minutes to the reaction mixture. The reaction is brought to completion by stirring for 30 minutes at 5° C. and for 2 hours at room temperature. The reaction mixture is then filtered a... Reactants: Cc1cc(C)c(CC#N)c(C)c1, CC(=O)O, O=[N+]([O-])O, O=S(=O)(O)O. Product: Cc1cc(C)c([N+](=O)[O-])c(C)c1CC#N. Reaction SMILES: [CH3:1][c:2]1[c:3]([CH2:10][C:11]#[N:12])[c:4]([CH3:9])[cH:5][c:6]([CH3:8])[cH:7]1.[CH3:22][C:23](=[O:24])[OH:25].[OH:13][N+:14]([O-:15])=[O:16].[S:17](=[O:18])(=[O:19])([OH:20])[OH:21]>>[CH3:1][c:2]1[c:3]([CH2:10][C:11]#[N:12])[c:4]([CH3:9])[c:5]([N+:14](=[O:13])[O-:15])[c:6]([CH3:8])[cH:7]1.